From a dataset of the Open Reaction Database (ORD), a public repository of structured organic reaction records. describe an organic reaction: reactants, conditions, products, and yield The reactants are FC(C(=O)O)(F)F.NC1=NC=NC2=CC(=CC=C12)CN1C([C@@H](CC1)NC(=O)NC=1SC(=CC1)Cl)=O (1-[1-(4-Aminoquinazolin-7-ylmethyl)-2-oxopyrrolidin-3-(R)-yl]-3-(5-chlorothiophen-2-yl)urea trifluoroacetate), FC(C(=O)O)(F)F.NC1=NC=NC2=CC(=CC=C12)CN1C([C@@H](CC1)NC(=O)C=1SC(=CC1)Cl)=O (5-Chlorothiophene-2-carboxylic acid [1-(4-aminoquinazolin-7-ylmethyl)-2-oxopyrrolidin-3-(R)-yl]amide trifluoroacetate). Product: FC(C(=O)O)(F)F.NC1=NC=NC2=CC(=CC=C12)CN1C([C@@H](CC1)NCC=1NC2=CC=C(C=C2C1)Cl)=O (1-(4-Aminoquinazolin-7-ylmethyl)-3-(R)-[(5-chloro-1H-indol-2-ylmethyl)amino]pyrrolidin-2-one trifluoroacetate). RXN SMILES: [F:1][C:2]([F:7])([F:6])[C:3]([OH:5])=[O:4].NC1C2C(=CC(CN3CC[C@@H](NC([NH:28][C:29]4S[C:31]([Cl:34])=[CH:32][CH:33]=4)=O)C3=O)=CC=2)N=CN=1.FC(F)(F)C(O)=O.[NH2:43][C:44]1[C:53]2[C:48](=[CH:49][C:50]([CH2:54][N:55]3[CH2:59][CH2:58][C@@H:57]([NH:60][C:61]([C:63]4S[C:65](Cl)=[CH:66][CH:67]=4)=O)[C:56]3=[O:69])=[CH:51][CH:52]=2)[N:47]=[CH:46][N:45]=1>>[F:1][C:2]([F:7])([F:6])[C:3]([OH:5])=[O:4].[NH2:43][C:44]1[C:53]2[C:48](=[CH:49][C:50]([CH2:54][N:55]3[CH2:59][CH2:58][C@@H:57]([NH:60][CH2:61][C:63]4[NH:28][C:29]5[C:66]([CH:67]=4)=[CH:65][C:31]([Cl:34])=[CH:32][CH:33]=5)[C:56]3=[O:69])=[CH:51][CH:52]=2)[N:47]=[CH:46][N:45]=1 |f:0.1,2.3,4.5|. Procedure: 1-[1-(4-Aminoquinazolin-7-ylmethyl)-2-oxopyrrolidin-3-(R)-yl]-3-(5-chlorothiophen-2-yl)urea trifluoroacetate and 5-Chlorothiophene-2-carboxylic acid [1-(4-aminoquinazolin-7-ylmethyl)-2-oxopyrrolidin-3-(R)-yl]amide trifluoroacetate; Reactants: CC(C)(C)c1ccc(-c2ccc(C(C)(C)C)cc2)cc1, CC(CCCOCc1ccccc1)CO[Si](C)(C)C(C)(C)C, C1CCOC1, [Cl-], [Li], [NH4+]. The product is CC(CCCO)CO[Si](C)(C)C(C)(C)C. Reaction SMILES: [C:1]([c:2]1[cH:3][cH:4][c:5](-[c:6]2[cH:7][cH:8][c:9]([C:10]([CH3:11])([CH3:12])[CH3:13])[cH:14][cH:15]2)[cH:16][cH:17]1)([CH3:18])([CH3:19])[CH3:20].[CH2:22]([c:23]1[cH:24][cH:25][cH:26][cH:27][cH:28]1)[O:29][CH2:30][CH2:31][CH2:32][CH:33]([CH2:34][O:35][Si:36]([CH3:37])([CH3:38])[C:39]([CH3:40])([CH3:41])[CH3:42])[CH3:43].[CH2:46]1[O:47][CH2:48][CH2:49][CH2:50]1.[Cl-:44].[Li:21].[NH4+:45]>>[OH:29][CH2:30][CH2:31][CH2:32][CH:33]([CH2:34][O:35][Si:36]([CH3:37])([CH3:38])[C:39]([CH3:40])([CH3:41])[CH3:42])[CH3:43]. Starting materials: Cl (HCl), BrC1=NC=C(C=C1)F (2-bromo-5-fluoropyridine), Cl (HCl), C(CCC)[Li] (n-butyllithium), CC(=O)C (acetone). The solvent is C(C)(=O)OCC (ethyl acetate), C(C)OCC (diethylether). Reaction conditions: temperature -78 celsius, time 2 hour. Yields the product BrC1=CC=C(C(=N1)C(C)(C)O)F (2-(6-Bromo-3-fluoro-pyridin-2-yl)-propan-2-ol). Isolated yield 67.1%. Reaction SMILES: [Br:1][C:2]1[CH:7]=[CH:6][C:5]([F:8])=[CH:4][N:3]=1.C([Li])CCC.[CH3:14][C:15]([CH3:17])=[O:16].Cl>C(OCC)C.C(OCC)(=O)C>[Br:1][C:2]1[N:3]=[C:4]([C:15]([OH:16])([CH3:17])[CH3:14])[C:5]([F:8])=[CH:6][CH:7]=1. Procedure: To a solution of 2-bromo-5-fluoropyridine (25 g, 142 mmol) in diethylether (600 ml) was slowly added n-butyllithium (2.5 M in hexane, 56.8 ml, 142 mmol) at −78° C. under a nitrogen atmosphere. The resulting yellow reaction mixture was stirred at −78° C. for 2 hours and dry acetone (11.47 ml, 156 mmol) was added over 30 minutes. Stirring was continued at −78° C. for 1 hour. HCl (2N, 50 ml) was added and the reaction mixture was warmed to 0° C. The pH of the mixture was adjusted to ˜7 with 2N HCl ... Starting materials: Brc1ccsc1, O=C([O-])[O-], [Cu], [K+], [K+], Nc1ncnc2c1c(-c1ccc(O)cc1)nn2C1CCCC1, CN(C)C=O. Yields the product Nc1ncnc2c1c(-c1ccc(Oc3ccsc3)cc1)nn2C1CCCC1. Reaction SMILES: [Br:29][c:30]1[cH:31][s:32][cH:33][cH:34]1.[C:23](=[O:24])([O-:25])[O-:26].[Cu:40].[K+:27].[K+:28].[NH2:1][c:2]1[c:3]2[c:4]([n:5][cH:6][n:7]1)[n:8]([CH:18]1[CH2:19][CH2:20][CH2:21][CH2:22]1)[n:9][c:10]2-[c:11]1[cH:12][cH:13][c:14]([OH:17])[cH:15][cH:16]1.[O:35]=[CH:36][N:37]([CH3:38])[CH3:39]>>[NH2:1][c:2]1[c:3]2[c:4]([n:5][cH:6][n:7]1)[n:8]([CH:18]1[CH2:19][CH2:20][CH2:21][CH2:22]1)[n:9][c:10]2-[c:11]1[cH:12][cH:13][c:14]([O:17][c:30]2[cH:31][s:32][cH:33][cH:34]2)[cH:15][cH:16]1.